Dataset: the Open Reaction Database (ORD), a public repository of structured organic reaction records. Task: describe an organic reaction: reactants, conditions, products, and yield The reactants are ClC=1C=C(N)C=C(C1)Cl (3,5-dichloroaniline), C(C)C(C(=O)[O-])=O (ethylglyoxalate), COC1=CC=C(C=C1)\C=C\C1=CC=C(C=C1)OC (trans-4,4′-dimethoxystilbene), FC(C(=O)O)(F)F (trifluoroacetic acid). Run in C(C)#N (acetonitrile). Yields the product C(C)OC(=O)C1NC2=CC(=CC(=C2C(C1C1=CC=C(C=C1)OC)C1=CC=C(C=C1)OC)Cl)Cl (5,7-dichloro-3,4-bis(4-methoxyphenyl)-1,2,3,4-tetrahydroquinoline-2-carboxylic Acid Ethyl ester). As a reaction SMILES: [Cl:1][C:2]1[CH:3]=[C:4]([CH:6]=[C:7]([Cl:9])[CH:8]=1)[NH2:5].C([C:12](=O)[C:13]([O-:15])=[O:14])C.[CH3:17][O:18][C:19]1[CH:24]=[CH:23][C:22](/[CH:25]=[CH:26]/[C:27]2[CH:32]=[CH:31][C:30]([O:33][CH3:34])=[CH:29][CH:28]=2)=[CH:21][CH:20]=1.F[C:36](F)(F)[C:37](O)=O>C(#N)C>[CH2:36]([O:15][C:13]([CH:12]1[CH:26]([C:27]2[CH:28]=[CH:29][C:30]([O:33][CH3:34])=[CH:31][CH:32]=2)[CH:25]([C:22]2[CH:21]=[CH:20][C:19]([O:18][CH3:17])=[CH:24][CH:23]=2)[C:3]2[C:4](=[CH:6][C:7]([Cl:9])=[CH:8][C:2]=2[Cl:1])[NH:5]1)=[O:14])[CH3:37]. Reported procedure: Compound 44 was prepared by the basic process from 5.0 mmol 3,5-dichloroaniline, 5.5 mmol ethylglyoxalate solution (50% toluene), 15.0 mmol trans-4,4′-dimethoxystilbene and 5.0 mmol trifluoroacetic acid in 30.0 ml acetonitrile. Reactants: BrC=1C=C(C2=CN(N=C2C1)C1OCCCC1)[N+](=O)[O-] (6-bromo-4-nitro-2-(tetrahydro-2H-pyran-2-yl)-2H-indazole), C(C)(C)O (isopropyl alcohol), N1C=CC2=C(C=CC=C12)B(O)O (1H-indol-4-ylboronic acid), C(O)([O-])=O.[Na+] (sodium hydrogen carbonate). The reagents and catalysts are C1=CC=C(C=C1)P([C-]2C=CC=C2)C3=CC=CC=C3.C1=CC=C(C=C1)P([C-]2C=CC=C2)C3=CC=CC=C3.Cl[Pd]Cl.[Fe+2] ([1,1′-bis(diphenylphosphino)ferrocene]dichloropalladium(II)). The solvent is C(C)(=O)OCC (ethyl acetate), O (water). Conditions: temperature 150 celsius. Yields the product N1C=CC2=C(C=CC=C12)C=1C=C(C2=CN(N=C2C1)C1OCCCC1)[N+](=O)[O-] (6-(1H-Indol-4-yl)-4-nitro-2-(tetrahydro-2H-pyran-2-yl)-2H-indazole). Yield: 310.2%. Reaction SMILES: Br[C:2]1[CH:3]=[C:4]([N+:17]([O-:19])=[O:18])[C:5]2[C:9]([CH:10]=1)=[N:8][N:7]([CH:11]1[CH2:16][CH2:15][CH2:14][CH2:13][O:12]1)[CH:6]=2.[NH:20]1[C:28]2[C:23](=[C:24](B(O)O)[CH:25]=[CH:26][CH:27]=2)[CH:22]=[CH:21]1.C(=O)([O-])O.[Na+].C(O)(C)C>C1C=CC(P(C2C=CC=CC=2)[C-]2C=CC=C2)=CC=1.C1C=CC(P(C2C=CC=CC=2)[C-]2C=CC=C2)=CC=1.Cl[Pd]Cl.[Fe+2].C(OCC)(=O)C.O>[NH:20]1[C:28]2[C:23](=[C:24]([C:2]3[CH:3]=[C:4]([N+:17]([O-:19])=[O:18])[C:5]4[C:9]([CH:10]=3)=[N:8][N:7]([CH:11]3[CH2:16][CH2:15][CH2:14][CH2:13][O:12]3)[CH:6]=4)[CH:25]=[CH:26][CH:27]=2)[CH:22]=[CH:21]1 |f:2.3,5.6.7.8|. Procedure: Five reactions were set up with 6-bromo-4-nitro-2-(tetrahydro-2H-pyran-2-yl)-2H-indazole (500 mg, 1.53 mmol), [1,1′-bis(diphenylphosphino)ferrocene]dichloropalladium(II) (125 mg, 0.153 mmol), 1H-indol-4-ylboronic acid (370 mg, 2.3 mmol), saturated aqueous sodium hydrogen carbonate (3 ml) and isopropyl alcohol (12 ml) in each. They were all heated at 150° C. for 10 minutes in the microwave. The reaction mixtures were combined and water (250 ml) and ethyl acetate (250 ml) added. The mixture was fi...